This data is from the Open Reaction Database (ORD), a public repository of structured organic reaction records. The task is: describe an organic reaction: reactants, conditions, products, and yield The reactants are C(C)OC([C@H](CNC(=O)[C@H]1CN(CCC1)C(=O)OCC1=CC=CC=C1)NC(=O)OC(C)(C)C)=O (N-[(R)-(1-benzyloxycarbonyl-3-piperidyl)carbonyl]-2(S)-(tert-butoxycarbonylamino)-β-alanine ethyl ester), Cl (HCl). Run in C(C)(=O)OCC (ethyl acetate), C(C)(=O)OCC (ethyl acetate). Reaction conditions: temperature 0 celsius. The product is Cl.C(C)OC([C@H](CN)N)=O (2(S)-amino-β-alanine ethyl ester hydrochloride). Reaction SMILES: [CH2:1]([O:3][C:4](=[O:34])[C@@H:5]([NH:26]C(OC(C)(C)C)=O)[CH2:6][NH:7]C([C@@H]1CCCN(C(OCC2C=CC=CC=2)=O)C1)=O)[CH3:2].[ClH:35]>C(OCC)(=O)C>[ClH:35].[CH2:1]([O:3][C:4](=[O:34])[C@@H:5]([NH2:26])[CH2:6][NH2:7])[CH3:2] |f:3.4|. Procedure details: To a solution of N-[(R)-(1-benzyloxycarbonyl-3-piperidyl)carbonyl]-2(S)-(tert-butoxycarbonylamino)-β-alanine ethyl ester (0.4 g) in ethyl acetate (4 ml) was added 4N HCl in ethyl acetate (2.1 ml) under stirring at 0° C. After stirring at ambient temperature for 2 hours, the resulting precipitates were collected by filtration to give N-[(R)-1-benzyloxycarbonyl-3-piperidyl)carbonyl]-2(S)-amino-β-alanine ethyl ester hydrochloride (0.31 g). The reactants are O=C([O-])O, CO, Cl, Fc1ccccc1Cc1ccc(C2OCCO2)s1, [Na+], O. Yields the product O=Cc1ccc(Cc2ccccc2F)s1. As a reaction SMILES: [C:19](=[O:20])([OH:21])[O-:22].[CH3:24][OH:25].[ClH:27].[F:1][c:2]1[c:3]([CH2:4][c:5]2[cH:6][cH:7][c:8]([CH:10]3[O:11][CH2:14][CH2:13][O:12]3)[s:9]2)[cH:15][cH:16][cH:17][cH:18]1.[Na+:23].[OH2:26]>>[F:1][c:2]1[c:3]([CH2:4][c:5]2[cH:6][cH:7][c:8]([CH:10]=[O:11])[s:9]2)[cH:15][cH:16][cH:17][cH:18]1. The reactants are N\C(=C(/C(=O)OCC)\C)\C (ethyl 3-amino-2-methylcrotonate), ClC1=C(C(=O)OCC)C=C(C=C1)N=C=O (ethyl 2-chloro-5-isocyanatobenzoate). The solvent is C(C)OCC (diethyl ether). Run at time 2 hour. The product is ClC1=C(C(=O)OCC)C=C(C=C1)NC(=O)NC(=C(C)C(=O)OCC)C (ethyl 2-chloro-5-{3-[2-(ethoxycarbonyl)-1-methylpropenyl]ureido}-benzoate). Reaction SMILES: [NH2:1]/[C:2](/[CH3:10])=[C:3](/[CH3:9])\[C:4]([O:6][CH2:7][CH3:8])=[O:5].[Cl:11][C:12]1[CH:22]=[CH:21][C:20]([N:23]=[C:24]=[O:25])=[CH:19][C:13]=1[C:14]([O:16][CH2:17][CH3:18])=[O:15]>C(OCC)C>[Cl:11][C:12]1[CH:22]=[CH:21][C:20]([NH:23][C:24]([NH:1][C:2]([CH3:10])=[C:3]([C:4]([O:6][CH2:7][CH3:8])=[O:5])[CH3:9])=[O:25])=[CH:19][C:13]=1[C:14]([O:16][CH2:17][CH3:18])=[O:15]. Procedure details: 4.7 g of ethyl 3-amino-2-methylcrotonate, dissolved in 15 ml of absolute diethyl ether, are treated at 23° C., while stirring with a solution of 6.7 g of ethyl 2-chloro-5-isocyanatobenzoate and stirred for 2 hours. The reaction mixture is evaporated to dryness under reduced pressure and the residue is purified by chromatography on 400 g of silica gel using diethyl ether/n-hexane (1:1) as the eluent. There is obtained ethyl 2-chloro-5-{3-[2-(ethoxycarbonyl)-1-methylpropenyl]ureido}-benzoate, m.p.... Reactants: O[C@](CC(=O)OC)(C=1N=CN(C1)C(C1=CC=CC=C1)(C1=CC=CC=C1)C1=CC=CC=C1)C1=CC2=CC=C(C=C2C=C1)C(=O)NC (methyl (3S)-3-hydroxy-3-{6-[(methylamino)carbonyl]-2-naphthyl}-3-(1-trityl-1H-imidazol-4-yl)propanoate), O (water), Cl (hydrochloric acid). Solvent: C(C)(=O)OCC (ethyl acetate). Reaction conditions: time 30 minute. Yields the product O[C@](CCO)(C=1N=CN(C1)C(C1=CC=CC=C1)(C1=CC=CC=C1)C1=CC=CC=C1)C=1C=C2C=CC(=CC2=CC1)C(=O)NC (6-[(1S)-1,3-dihydroxy-1-(1-trityl-1H-imidazol-4-yl)propyl]-N-methyl-2-naphthamide). Isolated yield 89.8%. As a reaction SMILES: [OH:1][C@@:2]([C:32]1[CH:41]=[CH:40][C:39]2[C:34](=[CH:35][CH:36]=[C:37]([C:42]([NH:44][CH3:45])=[O:43])[CH:38]=2)[CH:33]=1)([C:8]1[N:9]=[CH:10][N:11]([C:13]([C:26]2[CH:31]=[CH:30][CH:29]=[CH:28][CH:27]=2)([C:20]2[CH:25]=[CH:24][CH:23]=[CH:22][CH:21]=2)[C:14]2[CH:19]=[CH:18][CH:17]=[CH:16][CH:15]=2)[CH:12]=1)[CH2:3][C:4](OC)=[O:5].O.Cl>C(OCC)(=O)C>[OH:1][C@@:2]([C:32]1[CH:33]=[C:34]2[C:39](=[CH:40][CH:41]=1)[CH:38]=[C:37]([C:42]([NH:44][CH3:45])=[O:43])[CH:36]=[CH:35]2)([C:8]1[N:9]=[CH:10][N:11]([C:13]([C:20]2[CH:25]=[CH:24][CH:23]=[CH:22][CH:21]=2)([C:26]2[CH:27]=[CH:28][CH:29]=[CH:30][CH:31]=2)[C:14]2[CH:19]=[CH:18][CH:17]=[CH:16][CH:15]=2)[CH:12]=1)[CH2:3][CH2:4][OH:5]. Procedure: 0.188 g (0.314 mmol) of methyl (3S)-3-hydroxy-3-{6-[(methylamino)carbonyl]-2-naphthyl}-3-(1-trityl-1H-imidazol-4-yl)propanoate was added at 0˜5° C., and the mixture was stirred for 30 minutes. The mixture was stirred at room temperature for 4.5 hours. 7 mL of water was added dropwise at 35° C. or lower. 2.5 mL of 1N hydrochloric acid was added dropwise, followed by dilution with 10 mL of ethyl acetate. Then, the layers were separated. The organic layer was washed successively with 2 mL of an aqu... Starting materials: ClC=1C=C(OCC2=CC=C(C(=O)OCC)C=C2)C=CC1C(F)(F)F (ethyl 4-{[3-chloro-4-(trifluoromethyl)phenoxy]methyl}benzoate), O (water), [OH-].[Na+] (sodium hydroxide). The solvent is CCOC(=O)C (EtOAc), Cl (HCl), CO (methanol). Isolated yield 77.8%. As a reaction SMILES: [Cl:1][C:2]1[CH:3]=[C:4]([CH:18]=[CH:19][C:20]=1[C:21]([F:24])([F:23])[F:22])[O:5][CH2:6][C:7]1[CH:17]=[CH:16][C:10]([C:11]([O:13]CC)=[O:12])=[CH:9][CH:8]=1.O.[OH-].[Na+]>CO.CCOC(C)=O.Cl>[Cl:1][C:2]1[CH:3]=[C:4]([CH:18]=[CH:19][C:20]=1[C:21]([F:22])([F:23])[F:24])[O:5][CH2:6][C:7]1[CH:8]=[CH:9][C:10]([C:11]([OH:13])=[O:12])=[CH:16][CH:17]=1 |f:2.3|. Reaction conditions: temperature 55 celsius. Reported procedure: To a solution of ethyl 4-{[3-chloro-4-(trifluoromethyl)phenoxy]methyl}benzoate (Preparation 18, 125 mg, 0.35 mmol) in methanol (5.0 mL) was added water (2.0 mL) followed by sodium hydroxide (140 mg, 3.5 mmol). The reaction mixture was heated to 55° C. for 18 hours, then cooled and diluted with EtOAc (50 mL) and 2M HCl (50 mL). The aqueous layer was separated and washed with EtOAc (2×50 mL). The combined organics were dried over magnesium sulfate, filtered and concentrated in vacuo to yield 4-{[3... The product is ClC=1C=C(OCC2=CC=C(C(=O)O)C=C2)C=CC1C(F)(F)F (4-{[3-chloro-4-(trifluoromethyl)phenoxy]methyl}benzoic acid).